describe an organic reaction: reactants, conditions, products, and yield From a dataset of the Open Reaction Database (ORD), a public repository of structured organic reaction records. Starting materials: COC1=C(C=CC(=C1OC)OC)CN1CCNCC1 (1-(2,3,4-trimethoxyphenyl)methylpiperazine), COC=1C(=C(C2=C(CCC(O2)(C)CC(=O)Cl)C1C)C)C ((3,4-dihydro-6-methoxy-2,5,7,8-tetramethyl-2H-benzopyran-2-yl)acetyl chloride), N1=CC=CC=C1 (pyridine), ClCCCl (1,2-dichloroethane). Run in O (water). Reaction conditions: time 8 hour. Yields the product COC=1C(=C(C2=C(CCC(O2)(C)CC(=O)N2CCN(CC2)CC2=C(C(=C(C=C2)OC)OC)OC)C1C)C)C (1-[(3,4-dihydro-6-methoxy-2,5,7,8-tetramethyl-2H-benzopyran-2-yl)acetyl]-4-(2,3,4-trimethoxybenzyl)piperazine). Isolated yield 26.6%. Reaction SMILES: [CH3:1][O:2][C:3]1[C:8]([O:9][CH3:10])=[C:7]([O:11][CH3:12])[CH:6]=[CH:5][C:4]=1[CH2:13][N:14]1[CH2:19][CH2:18][NH:17][CH2:16][CH2:15]1.N1C=CC=CC=1.ClCCCl.[CH3:30][O:31][C:32]1[C:33]([CH3:49])=[C:34]([CH3:48])[C:35]2[O:40][C:39]([CH2:42][C:43](Cl)=[O:44])([CH3:41])[CH2:38][CH2:37][C:36]=2[C:46]=1[CH3:47]>O>[CH3:30][O:31][C:32]1[C:33]([CH3:49])=[C:34]([CH3:48])[C:35]2[O:40][C:39]([CH2:42][C:43]([N:17]3[CH2:16][CH2:15][N:14]([CH2:13][C:4]4[CH:5]=[CH:6][C:7]([O:11][CH3:12])=[C:8]([O:9][CH3:10])[C:3]=4[O:2][CH3:1])[CH2:19][CH2:18]3)=[O:44])([CH3:41])[CH2:38][CH2:37][C:36]=2[C:46]=1[CH3:47]. Procedure: To a solution composed of 2.54 g (0.01 mol) of 1-(2,3,4-trimethoxyphenyl)methylpiperazine, 0.95 g of pyridine and 50 ml of 1,2-dichloroethane was added 3.56 g (0.012 mol) of the (3,4-dihydro-6-methoxy-2,5,7,8-tetramethyl-2H-benzopyran-2-yl)acetyl chloride prepared above and the mixture was stirred at room temperature overnight. The reaction mixture was poured into water and extracted with diethyl ether. The extract was washed with water and then with a saturated aqueous solution of sodium chlori... Procedure details: To a solution of tert-butyl carbamate (1.0 g, 8.54 mmol) in THF (20 mL) at −78° C., were added nBuLi and 2-butenoyl chloride successively, in the following quantities (nBuLi/2-butenoyl chloride): 5.34/0.41, 2.67/0.21, 1.34/0.10, 0.67/0.05, 0.34/0.03 mL. Stirring was continued for 30 min, before the reaction mixture was poured into an ice-cooled solution of saturated aq. NaHCO3 (50 mL) and extracted with EtOAc. The combined organic layers were washed with brine, dried over MgSO4, and evaporated. ... RXN SMILES: [C:1](=[O:8])([O:3][C:4]([CH3:7])([CH3:6])[CH3:5])[NH2:2].[Li]CCCC.[C:14](Cl)(=[O:18])[CH:15]=[CH:16][CH3:17].[Li]CCCC.C(Cl)(=O)C=CC.C([O-])(O)=O.[Na+]>C1COCC1>[C:14]([NH:2][C:1](=[O:8])[O:3][C:4]([CH3:7])([CH3:6])[CH3:5])(=[O:18])/[CH:15]=[CH:16]/[CH3:17] |f:3.4,5.6|. Reactants: C(N)(OC(C)(C)C)=O (tert-butyl carbamate), [Li]CCCC (nBuLi), C(C=CC)(=O)Cl (2-butenoyl chloride), [Li]CCCC.C(C=CC)(=O)Cl (nBuLi 2-butenoyl chloride), ice, C(=O)(O)[O-].[Na+] (NaHCO3). Reaction conditions: time 30 minute. Yield: 81.0%. Yields the product C(\C=C\C)(=O)NC(OC(C)(C)C)=O (tert-Butyl (2E)-but-2-enoylcarbamate). Solvent: C1CCOC1 (THF). The reactants are FC=1C=C(C=CC1C=1SC2=NC(=CC=C2N1)C1(CC1)C1=CC=CC=C1)CN1CC(CC1)C(=O)OC (methyl 1-((3-fluoro-4-(5-(1-phenylcyclopropyl)thiazolo[5,4-b]pyridine-2-yl)phenyl)methyl)pyrrolidine-3-carboxylate), FC=1C=C(C=O)C=CC1C=1SC2=NC(=CC=C2N1)C1(CC1)C1=CC=CC=C1 (3-fluoro-4-(5-(1-phenylcyclopropyl)thiazolo[5,4-b]pyridine-2-yl)-benzaldehyde), Cl.COC(=O)C1CNCC1 (methylpyrrolidine-3-carboxylate hydrochloride). The product is FC=1C=C(C=CC1C=1SC2=NC(=CC=C2N1)C1(CC1)C1=CC=CC=C1)CN1C[C@@H](CC1)C(=O)OC ((R)-methyl 1-((3-fluoro-4-(5-(1-phenylcyclopropyl)thiazolo[5,4-b]pyridine-2-yl)phenyl)methyl)pyrrolidine-3-carboxylate), FC=1C=C(C=CC1C=1SC2=NC(=CC=C2N1)C1(CC1)C1=CC=CC=C1)CN1C[C@H](CC1)C(=O)OC ((S)-methyl 1-((3-fluoro-4-(5-(1-phenylcyclopropyl)thiazolo[5,4-b]pyridine-2-yl)phenyl)methyl)pyrrolidine-3-carboxylate). As a reaction SMILES: FC1C=C(C=CC=1C1SC2C(N=1)=CC=C(C1(C3C=CC=CC=3)CC1)N=2)C=O.Cl.COC(C1CCNC1)=O.[F:38][C:39]1[CH:40]=[C:41]([CH2:63][N:64]2[CH2:68][CH2:67][CH:66]([C:69]([O:71][CH3:72])=[O:70])[CH2:65]2)[CH:42]=[CH:43][C:44]=1[C:45]1[S:46][C:47]2[C:52]([N:53]=1)=[CH:51][CH:50]=[C:49]([C:54]1([C:57]3[CH:62]=[CH:61][CH:60]=[CH:59][CH:58]=3)[CH2:56][CH2:55]1)[N:48]=2>>[F:38][C:39]1[CH:40]=[C:41]([CH2:63][N:64]2[CH2:68][CH2:67][C@@H:66]([C:69]([O:71][CH3:72])=[O:70])[CH2:65]2)[CH:42]=[CH:43][C:44]=1[C:45]1[S:46][C:47]2[C:52]([N:53]=1)=[CH:51][CH:50]=[C:49]([C:54]1([C:57]3[CH:62]=[CH:61][CH:60]=[CH:59][CH:58]=3)[CH2:55][CH2:56]1)[N:48]=2.[F:38][C:39]1[CH:40]=[C:41]([CH2:63][N:64]2[CH2:68][CH2:67][C@H:66]([C:69]([O:71][CH3:72])=[O:70])[CH2:65]2)[CH:42]=[CH:43][C:44]=1[C:45]1[S:46][C:47]2[C:52]([N:53]=1)=[CH:51][CH:50]=[C:49]([C:54]1([C:57]3[CH:62]=[CH:61][CH:60]=[CH:59][CH:58]=3)[CH2:55][CH2:56]1)[N:48]=2 |f:1.2|. Procedure: Reaction of 3-fluoro-4-(5-(1-phenylcyclopropyl)thiazolo[5,4-b]pyridine-2-yl)-benzaldehyde (0.300 g, 0.801 mmol) and methylpyrrolidine-3-carboxylate hydrochloride (0.199 g, 1.20 mmol), according to Reference R and general procedure for reductive amination afforded the racemic mixture of methyl 1-((3-fluoro-4-(5-(1-phenylcyclopropyl)thiazolo[5,4-b]pyridine-2-yl)phenyl)methyl)pyrrolidine-3-carboxylate. MS (ESI) m/z: Calculated: 487.2; Observed: 488.0 (M++1). The enantiomers of methyl 1-((3-fluoro-4... Reactants: S(=O)(=O)(OC)OC (dimethyl sulfate), C(C)C=1NC=CN1 (ethylimidazole), COCCOCCO (diethylene glycol monomethyl ether). Yields the product COCCOCCOS(=O)(=O)[O-].C[N+]1=CN(C=C1)CC (1-methyl-3-ethylimidazolium 2-(2-methoxyethoxy)ethyl sulfate). As a reaction SMILES: [S:1]([O:6][CH3:7])([O:4][CH3:5])(=[O:3])=[O:2].C([C:10]1[NH:11][CH:12]=[CH:13][N:14]=1)C.[CH3:15][O:16][CH2:17][CH2:18][O:19][CH2:20][CH2:21]O>>[CH3:15][O:16][CH2:17][CH2:18][O:19][CH2:20][CH2:7][O:6][S:1]([O-:4])(=[O:2])=[O:3].[CH3:5][N+:14]1[CH:13]=[CH:12][N:11]([CH2:20][CH3:21])[CH:10]=1 |f:3.4|. Reported procedure: In a 100 ml Schlenk flask, 16.27 g (0.129 moles) of dimethyl sulfate was slowly added dropwise to 12.40 g (0.129 moles) of ethylimidazole with ice cooling and under a blanket gas. Stirring of the mixture was continued at room temperature over night. After the addition of 30.92 g (0.258 moles; 2 equ.) of diethylene glycol monomethyl ether, the volatile fractions were removed in a distillation apparatus at 160° C. for 5 hours. After drying the mixture in a high vacuum, 1-methyl-3-ethylimidazolium ...